Dataset: the Open Reaction Database (ORD), a public repository of structured organic reaction records. Task: describe an organic reaction: reactants, conditions, products, and yield The reactants are CCOC(=O)Cl, [H-], COc1c(C)cnc(Cn2cc(C#CCCO)c3c(Cl)nc(N)nc32)c1C, [Na+]. Yields the product CCOC(=O)OCCC#Cc1cn(Cc2ncc(C)c(OC)c2C)c2nc(N)nc(Cl)c12. As a reaction SMILES: [Cl:30][C:31](=[O:32])[O:33][CH2:34][CH3:35].[H-:29].[NH2:1][c:2]1[n:3][c:4]([Cl:27])[c:5]2[c:6]([n:7]1)[n:8]([CH2:16][c:17]1[n:18][cH:19][c:20]([CH3:26])[c:21]([O:24][CH3:25])[c:22]1[CH3:23])[cH:9][c:10]2[C:11]#[C:12][CH2:13][CH2:14][OH:15].[Na+:28]>>[NH2:1][c:2]1[n:3][c:4]([Cl:27])[c:5]2[c:6]([n:7]1)[n:8]([CH2:16][c:17]1[n:18][cH:19][c:20]([CH3:26])[c:21]([O:24][CH3:25])[c:22]1[CH3:23])[cH:9][c:10]2[C:11]#[C:12][CH2:13][CH2:14][O:15][C:31](=[O:32])[O:33][CH2:34][CH3:35].